From a dataset of the Open Reaction Database (ORD), a public repository of structured organic reaction records. describe an organic reaction: reactants, conditions, products, and yield Reactants: CN(CCCl)C (2-dimethylaminoethyl chloride), Cl.CN(C)CCCl (dimethylaminoethyl chloride hydrochloride), [OH-].[Na+] (sodium hydroxide), FC=1C=C(CN2C(=NC=C2)S)C=C(C1)F (1-(3,5-Difluorobenzyl)-2-mercaptoimidazole), [OH-].[K+] (potassium hydroxide). Reagents/catalysts: O (water). Solvent: C1(=CC=CC=C1)C (toluene), C1(=CC=CC=C1)C (toluene), O (water), CN(C=O)C (dimethylformamide). Product: Cl.Cl.CN(CCSC=1N(C=CN1)CC1=CC(=CC(=C1)F)F)C (2-(2-dimethylaminoethylthio)-1-(3,5-difluorobenzyl)imidazole dihydrochloride). As a reaction SMILES: [F:1][C:2]1[CH:3]=[C:4]([CH:12]=[C:13]([F:15])[CH:14]=1)[CH2:5][N:6]1[CH:10]=[CH:9][N:8]=[C:7]1[SH:11].[OH-].[K+].[CH3:18][N:19]([CH3:23])[CH2:20][CH2:21][Cl:22].Cl.CN(CC[Cl:30])C.[OH-].[Na+]>CN(C)C=O.C1(C)C=CC=CC=1.O>[ClH:22].[ClH:30].[CH3:18][N:19]([CH3:23])[CH2:20][CH2:21][S:11][C:7]1[N:6]([CH2:5][C:4]2[CH:3]=[C:2]([F:1])[CH:14]=[C:13]([F:15])[CH:12]=2)[CH:10]=[CH:9][N:8]=1 |f:1.2,4.5,6.7,11.12.13|. Reported procedure: 1-(3,5-Difluorobenzyl)-2-mercaptoimidazole (2.26 g, 0.010) and potassium hydroxide (0.056 g, 0.010 mole) are dissolved in dimethylformamide (10 ml) containing water (0.5 ml) with stirring under argon at ambient temperature. To this solution is added dropwise 2-dimethylaminoethyl chloride (1.08 g, 0.010 mole) in toluene (10 ml). [This solution is prepared by stirring 1.44 g of dimethylaminoethyl chloride hydrochloride with an excess of sodium hydroxide pellets in the presence of toluene (10 ml) a... The reactants are S1(OC[C@H]2N1CCC2)(=O)=O ((S)-tetrahydro-pyrrolo[1,2-c][1,2,3]oxathiazole 1,1-dioxide), Cl (HCl), [H-].[Na+] (Sodium hydride), ClC1=C(C(=CC(=C1)Cl)Cl)O (2,4,6-trichlorophenol). Run in CN(C=O)C (dimethylformamide), CN(C=O)C (dimethylformamide). Conditions: time 20 minute. Yields the product ClC1=C(OC[C@H]2NCCC2)C(=CC(=C1)Cl)Cl ((S)-2-(2,4,6-trichloro-phenoxymethyl)-pyrrolidine). Yield: 42.2%. RXN SMILES: [H-].[Na+].[Cl:3][C:4]1[CH:9]=[C:8]([Cl:10])[CH:7]=[C:6]([Cl:11])[C:5]=1[OH:12].S1(=O)(=O)[N:17]2[CH2:18][CH2:19][CH2:20][C@H:16]2[CH2:15]O1.Cl>CN(C)C=O>[Cl:3][C:4]1[CH:9]=[C:8]([Cl:10])[CH:7]=[C:6]([Cl:11])[C:5]=1[O:12][CH2:15][C@@H:16]1[CH2:20][CH2:19][CH2:18][NH:17]1 |f:0.1|. Procedure: Sodium hydride 55% in oil (1.4 g; 29.8 mmol) was added portionwise over 10 minutes to a stirred solution of 2,4,6-trichlorophenol (5.89 g; 29.8 mmol) in dry dimethylformamide (90 ml) at a temperature of 10° C. under nitrogen. The reaction mixture was stirred for 20 minutes at ambient temperature followed by the addition of (S)-tetrahydro-pyrrolo[1,2-c][1,2,3]oxathiazole 1,1-dioxide (5.0 g; 30.6 mmol), which was prepared as described in example P14, in dimethylformamide (25 ml). The reaction mixt... Starting materials: OC1=C(C=C(C=C1)OC)C(C)=O (1-(2-hydroxy-5-methoxy-phenyl)-ethanone), OC1=C(C=C(C=C1)OC)C(C)=O (1-(2-hydroxy-5-methoxy-phenyl)-ethanone), resultant mixture, crude solution, Cl (HCl), solution, C[Mg]Cl (MeMgCl), C[Mg]Cl (MeMgCl), OC(C)(C)C1=C(C=CC(=C1)OC)O (2-(1-hydroxy-1-methyl-ethyl)-4-methoxy-phenol). Reagents/catalysts: [Pd] (palladium on carbon). Run in C1CCOC1 (THF), O (water), C1CCOC1 (THF), CC(CC)=O (2-butanone), C1CCOC1 (THF). Reaction conditions: time 18 hour. Yields the product C(C)(C)C1=C(C=CC(=C1)OC)O (2-isopropyl-4-methoxyphenol). As a reaction SMILES: OC1C=CC(OC)=CC=1C(=O)C.C[Mg]Cl.O[C:17]([C:20]1[CH:25]=[C:24]([O:26][CH3:27])[CH:23]=[CH:22][C:21]=1[OH:28])([CH3:19])[CH3:18].Cl>C1COCC1.[Pd].CC(=O)CC.O>[CH:17]([C:20]1[CH:25]=[C:24]([O:26][CH3:27])[CH:23]=[CH:22][C:21]=1[OH:28])([CH3:19])[CH3:18]. Procedure details: To a cooled solution of 1-(2-hydroxy-5-methoxy-phenyl)-ethanone (10.0 kg) in 79.0 kg of THF was gradually added 46.4 kg of 3M solution of MeMgCl in THF at a rate such that the reaction mixture temperature did not exceed 25 degrees C. Following addition of the MeMgCl solution, the reaction mixture was stirred at ambient temperature for 18 hours, at which point HPLC analysis showed more than 98% conversion of 1-(2-hydroxy-5-methoxy-phenyl)-ethanone to 2-(1-hydroxy-1-methyl-ethyl)-4-methoxy-phenol ... Starting materials: [OH-].[Na+] (sodium hydroxide), ClC1=CC(=C(C(=O)OCC)C=C1)OCC (ethyl 4-chloro-2-ethoxybenzoate), Cl (hydrochloric acid). Solvent: CO (methanol). Reaction conditions: time 6 hour. Product: ClC1=CC(=C(C(=O)O)C=C1)OCC (4-chloro-2-ethoxybenzoic acid). Yield: 114.0%. RXN SMILES: [Cl:1][C:2]1[CH:12]=[CH:11][C:5]([C:6]([O:8]CC)=[O:7])=[C:4]([O:13][CH2:14][CH3:15])[CH:3]=1.[OH-].[Na+].Cl>CO>[Cl:1][C:2]1[CH:12]=[CH:11][C:5]([C:6]([OH:8])=[O:7])=[C:4]([O:13][CH2:14][CH3:15])[CH:3]=1 |f:1.2|. Procedure details: 0.2 g of ethyl 4-chloro-2-ethoxybenzoate was dissolved in 5 ml methanol, and 2 ml of 1N sodium hydroxide was added, and the mixture was stirred at room temperature for 6 hours. The reaction mixture was ice-cooled and neutralized with 1N hydrochloric acid, followed by extracting with ethyl acetate. The organic layer was washed with brine, dried over anhydrous sodium sulfate and the solvent was evaporated, to give 0.20 g of 4-chloro-2-ethoxybenzoic acid. Reactants: NO (amino alcohol), C(=O)([O-])[O-].[Na+].[Na+] (Na2CO3), ClC=1C2=C(N=CN1)CCN(C2)C2=NC=C(C=C2)C (4-chloro-5,6,7,8-tetrahydro-6-(5-methylpyridin-2-yl)pyrido[4,3-d]pyrimidine), N[C@H](CO)C1=CC=C(C=C1)C(F)(F)F ((S)-2-amino-2-(4-(trifluoromethyl)phenyl)ethanol), C(C)(C)N(C(C)C)CC (N,N-diisopropylethylamine). Run in CCOC(=O)C (EtOAc), C(C)#N (acetonitrile). Conditions: time 2 hour. Yields the product CC=1C=CC(=NC1)N1CC2=C(N=CN=C2N[C@H](CO)C2=CC=C(C=C2)C(F)(F)F)CC1 ((S)-2-(6-(5-Methylpyridin-2-yl)-5,6,7,8-tetrahydropyrido[4,3-d]pyrimidin-4-ylamino)-2-(4-(trifluoromethyl)phenyl)ethanol). As a reaction SMILES: Cl[C:2]1[C:3]2[CH2:11][N:10]([C:12]3[CH:17]=[CH:16][C:15]([CH3:18])=[CH:14][N:13]=3)[CH2:9][CH2:8][C:4]=2[N:5]=[CH:6][N:7]=1.[NH2:19][C@@H:20]([C:23]1[CH:28]=[CH:27][C:26]([C:29]([F:32])([F:31])[F:30])=[CH:25][CH:24]=1)[CH2:21][OH:22].C(N(CC)C(C)C)(C)C.NO.C([O-])([O-])=O.[Na+].[Na+]>C(#N)C.CCOC(C)=O>[CH3:18][C:15]1[CH:16]=[CH:17][C:12]([N:10]2[CH2:9][CH2:8][C:4]3[N:5]=[CH:6][N:7]=[C:2]([NH:19][C@@H:20]([C:23]4[CH:24]=[CH:25][C:26]([C:29]([F:30])([F:31])[F:32])=[CH:27][CH:28]=4)[CH2:21][OH:22])[C:3]=3[CH2:11]2)=[N:13][CH:14]=1 |f:4.5.6|. Procedure details: A reaction mixture of 4-chloro-5,6,7,8-tetrahydro-6-(5-methylpyridin-2-yl)pyrido[4,3-d]pyrimidine (150 mg, 0.58 mmol) and (S)-2-amino-2-(4-(trifluoromethyl)phenyl)ethanol (180 mg, 0.86 mmol) in acetonitrile (3 mL) and N,N-diisopropylethylamine (0.20 mL, 1.2 mmol) was run in a microwave reactor at 180° C. for 2 h. LC-MS indicated amino alcohol was consumed and about 50% conversion of the chloride. Additional (S)-2-amino-2-(4-(trifluoromethyl)phenyl)ethanol (100 mg) was added and the mixture was r... The reactants are C(C1=CC=CC=C1)N1CC(CC2=CC=CC=C12)C(C)=O (1-benzyl-3(R,S)-acetyl-1,2,3,4-tetrahydroquinoline). The reagents and catalysts are [Pd] (palladium-on-charcoal). Run in O1CCCC1 (tetrahydrofuran). The product is C(C)(=O)C1CNC2=CC=CC=C2C1 (3(R,S)-Acetyl-1,2,3,4-tetrahydroquinoline). Reaction SMILES: C([N:8]1[C:17]2[C:12](=[CH:13][CH:14]=[CH:15][CH:16]=2)[CH2:11][CH:10]([C:18](=[O:20])[CH3:19])[CH2:9]1)C1C=CC=CC=1>O1CCCC1.[Pd]>[C:18]([CH:10]1[CH2:11][C:12]2[C:17](=[CH:16][CH:15]=[CH:14][CH:13]=2)[NH:8][CH2:9]1)(=[O:20])[CH3:19]. Reported procedure: 868 mg of 1-benzyl-3(R,S)-acetyl-1,2,3,4-tetrahydroquinoline are hydrogenated to saturation in 100 ml of tetrahydrofuran in the presence of 100 mg of palladium-on-charcoal (10% of Pd) under normal pressure at room temperature. The reaction mixture is filtered and the concentrated filtrate is purified by means of FC over 50 g of silica gel (mobile phase B). This gives the title compound: Rf (A)=0.29; Rf (D)=0.08. Run in C1CCOC1 (THF), C1CCOC1 (THF). Reactants: ClC1=C(C=C(C=C1)CC#N)C(F)(F)F ((4-chloro-3-trifluoromethyl-phenyl)-acetonitrile), CO (methanol). Product: Cl.ClC1=C(C=C(C=C1)CCN)C(F)(F)F (2-(4-chloro-3-trifluoromethyl-phenyl)-ethylamine hydrochloride). RXN SMILES: [Cl:1][C:2]1[CH:7]=[CH:6][C:5]([CH2:8][C:9]#[N:10])=[CH:4][C:3]=1[C:11]([F:14])([F:13])[F:12].CO>C1COCC1>[ClH:1].[Cl:1][C:2]1[CH:7]=[CH:6][C:5]([CH2:8][CH2:9][NH2:10])=[CH:4][C:3]=1[C:11]([F:12])([F:13])[F:14] |f:3.4|. Reported procedure: 3.188 g of crude (4-chloro-3-trifluoromethyl-phenyl)-acetonitrile (14.5 mmol) were dissolved in 25 ml THF and cooled down to 0° C. under nitrogen. 76 ml of a 1M borane-THF complex solution in THF (76 mmol) were then added dropwise over 20 min by keeping the temperature between 0 to 2° C. After addition the reaction mixture was stirred at rt for additional 45 min, and refluxed for 17 h. The reaction mixture was then cooled down to 0° C. and treated between 2 and 5° C. with 18 ml methanol over a p... Reaction conditions: temperature 0 celsius, time 45 minute. Reactants: COc1cnc(Br)c2[nH]cc(C(=O)C(=O)O)c12, CCN(C(C)C)C(C)C, CN(C)C=O, c1ccc(-c2cccc3c2CCNC3)nc1. Product: COc1cnc(Br)c2[nH]cc(C(=O)C(=O)N3CCc4c(cccc4-c4ccccn4)C3)c12. RXN SMILES: [Br:17][c:18]1[n:19][cH:20][c:21]([O:32][CH3:33])[c:22]2[c:23]1[nH:24][cH:25][c:26]2[C:27]([C:28](=[O:29])[OH:30])=[O:31].[CH:34]([N:35]([CH2:36][CH3:37])[CH:38]([CH3:39])[CH3:40])([CH3:41])[CH3:42].[O:43]=[CH:44][N:45]([CH3:46])[CH3:47].[n:1]1[c:2](-[c:7]2[c:8]3[c:13]([cH:14][cH:15][cH:16]2)[CH2:12][NH:11][CH2:10][CH2:9]3)[cH:3][cH:4][cH:5][cH:6]1>>[n:1]1[c:2](-[c:7]2[c:8]3[c:13]([cH:14][cH:15][cH:16]2)[CH2:12][N:11]([C:28]([C:27]([c:26]2[c:22]4[c:21]([O:32][CH3:33])[cH:20][n:19][c:18]([Br:17])[c:23]4[nH:24][cH:25]2)=[O:31])=[O:29])[CH2:10][CH2:9]3)[cH:3][cH:4][cH:5][cH:6]1.